Dataset: the Open Reaction Database (ORD), a public repository of structured organic reaction records. Task: describe an organic reaction: reactants, conditions, products, and yield The reactants are CS(=O)(=O)OC[C@@H](C[C@@H]1N(C(OC1)(C)C)C(=O)OC(C)(C)C)C(C)C (tert-butyl 4(S)-(2(S)-methanesulphonyloxymethyl-3-methylbutyl)-2,2-dimethyloxazolidine-3-carboxyiate), [N-]=[N+]=[N-].[Na+] (sodium azide). Run in CN1C(N(CCC1)C)=O (1,3-dimethyl-3,4,5,6-tetrahydro-2(1H)-pyrimidinone). Run at temperature 50 celsius, time 3 hour. Product: N(=[N+]=[N-])C[C@@H](C[C@@H]1N(C(OC1)(C)C)C(=O)OC(C)(C)C)C(C)C (tert-Butyl 4(S)-(2(S)-azidomethyl-3-methylbutyl)-2,2-dimethyloxazolidine-3-carboxylate), SiO2. As a reaction SMILES: CS(O[CH2:6][C@H:7]([CH:23]([CH3:25])[CH3:24])[CH2:8][C@H:9]1[CH2:13][O:12][C:11]([CH3:15])([CH3:14])[N:10]1[C:16]([O:18][C:19]([CH3:22])([CH3:21])[CH3:20])=[O:17])(=O)=O.[N-:26]=[N+:27]=[N-:28].[Na+]>CN1CCCN(C)C1=O>[N:26]([CH2:6][C@H:7]([CH:23]([CH3:25])[CH3:24])[CH2:8][C@H:9]1[CH2:13][O:12][C:11]([CH3:15])([CH3:14])[N:10]1[C:16]([O:18][C:19]([CH3:22])([CH3:21])[CH3:20])=[O:17])=[N+:27]=[N-:28] |f:1.2|. Reported procedure: The mixture of 3.47 g of tert-butyl 4(S)-(2(S)-methanesulphonyloxymethyl-3-methylbutyl)-2,2-dimethyloxazolidine-3-carboxyiate and 3.57 g of sodium azide in 50 ml of 1,3-dimethyl-3,4,5,6-tetrahydro-2(1H)-pyrimidinone is stirred at 50° C. over 3 hours. The reaction mixture is cooled, poured onto water and extracted with diethyl ether (3×). The combined organic phases are washed successively with water (2×) and brine, dried over sodium sulphate and concentrated by evaporation. The title compound is... Starting materials: NCc1ccc(Cl)cc1, Cl, CCOC(=O)c1cnc2c(C)c(CO)sc2c1O. Yields the product Cc1c(CO)sc2c(O)c(C(=O)NCc3ccc(Cl)cc3)cnc12. As a reaction SMILES: [Cl:19][c:20]1[cH:21][cH:22][c:23]([CH2:24][NH2:25])[cH:26][cH:27]1.[ClH:28].[OH:1][c:2]1[c:3]2[c:4]([n:5][cH:6][c:7]1[C:8]([O:10][CH2:9][CH3:11])=[O:12])[c:13]([CH3:18])[c:14]([CH2:16][OH:17])[s:15]2>>[OH:1][c:2]1[c:3]2[c:4]([n:5][cH:6][c:7]1[C:8](=[O:10])[NH:25][CH2:24][c:23]1[cH:22][cH:21][c:20]([Cl:19])[cH:27][cH:26]1)[c:13]([CH3:18])[c:14]([CH2:16][OH:17])[s:15]2. Run at temperature 62 celsius, time 15 minute. The product is ClC=1C(=C(C=C(C1Cl)Cl)S(=O)(=O)N(C)C)SCSC#N (3,4,5-Trichloro-N,N-dimethyl-2-((thiocyanomethyl)thio)benzenesulfonamide). Reported procedure: To a stirring mixture a 1.5 grams (0.0047 mole) of 3,4,5-trichloro-N,N-dimethyl-2-(mercapto)benzenesulfonamide in 80 milliliters of methanol at 25° C, was added 0.39 grams of sodium methoxide. The mixture was stirred for 15 minutes and thereafter 1.0 gram (0.009 mole) of chloromethylthiocyanate was added thereto and the mixture stirred at room temperature for 3 hours. At the end of this time period, the reaction mixture was filtered to remove the solids which had precipitated. The filtrate furth... The solvent is C(Cl)(Cl)Cl (chloroform), CO (methanol). Starting materials: ClC=1C(=C(C=C(C1Cl)Cl)S(=O)(=O)N(C)C)S (3,4,5-trichloro-N,N-dimethyl-2-(mercapto)benzenesulfonamide), C[O-].[Na+] (sodium methoxide), ClCSC#N (chloromethylthiocyanate). Reaction SMILES: [Cl:1][C:2]1[C:3]([SH:16])=[C:4]([S:10]([N:13]([CH3:15])[CH3:14])(=[O:12])=[O:11])[CH:5]=[C:6]([Cl:9])[C:7]=1[Cl:8].C[O-].[Na+].Cl[CH2:21][S:22][C:23]#[N:24]>CO.C(Cl)(Cl)Cl>[Cl:1][C:2]1[C:3]([S:16][CH2:21][S:22][C:23]#[N:24])=[C:4]([S:10]([N:13]([CH3:14])[CH3:15])(=[O:11])=[O:12])[CH:5]=[C:6]([Cl:9])[C:7]=1[Cl:8] |f:1.2|.